This data is from the Open Reaction Database (ORD), a public repository of structured organic reaction records. The task is: describe an organic reaction: reactants, conditions, products, and yield Reactants: C(CCC)OC1=NC(=C2N=C(N(C2=N1)CC1CCN(CC1)CC)OC)N (2-(Butyloxy)-9-[(1-ethyl-4-piperidinyl)methyl]-8-(methyloxy)-9H-purin-6-amine), C(CCC)OC=1NC(=C2N=C(N=C2N1)OC)N (2-(butyloxy)-8-(methyloxy)-1H-purin-6-amine), C(C)N1CCC(CC1)C(CO)CC (2-(1-ethyl-4-piperidinyl)-1-butanol). The product is C(CCC)OC1=NC(=C2N=C(N(C2=N1)CCCCC1CCN(CC1)CC)OC)N (2-(Butyloxy)-9-[4-(1-ethyl-4-piperidinyl)butyl]-8-(methyloxy)-9H-purin-6-amine). RXN SMILES: [CH2:1]([O:5][C:6]1[N:14]=[C:13]2[C:9]([N:10]=[C:11]([O:24][CH3:25])[N:12]2[CH2:15][CH:16]2[CH2:21][CH2:20]N(CC)CC2)=[C:8]([NH2:26])[N:7]=1)[CH2:2][CH2:3][CH3:4].C(OC1NC(N)=C2C(N=1)=NC(OC)=N2)CCC.[CH2:44]([N:46]1[CH2:51][CH2:50][CH:49](C(CC)CO)[CH2:48][CH2:47]1)[CH3:45]>>[CH2:1]([O:5][C:6]1[N:14]=[C:13]2[C:9]([N:10]=[C:11]([O:24][CH3:25])[N:12]2[CH2:15][CH2:16][CH2:21][CH2:20][CH:49]2[CH2:50][CH2:51][N:46]([CH2:44][CH3:45])[CH2:47][CH2:48]2)=[C:8]([NH2:26])[N:7]=1)[CH2:2][CH2:3][CH3:4]. Procedure: Prepared similarly to Intermediate 19 from 2-(butyloxy)-8-(methyloxy)-1H-purin-6-amine and 2-(1-ethyl-4-piperidinyl)-1-butanol. Starting materials: CCN(C(C)C)C(C)C, ClCCl, Cl, COc1ccc(N=C=O)cc1, NCc1ccc(-n2c(-c3cccnc3N)nc3cccnc32)cc1, O. Yields the product COc1ccc(NC(=O)NCc2ccc(-n3c(-c4cccnc4N)nc4cccnc43)cc2)cc1. As a reaction SMILES: [CH:26]([N:27]([CH:28]([CH3:29])[CH3:30])[CH2:31][CH3:32])([CH3:33])[CH3:34].[Cl:47][CH2:48][Cl:49].[ClH:25].[N:35](=[C:36]=[O:37])[c:38]1[cH:39][cH:40][c:41]([O:44][CH3:45])[cH:42][cH:43]1.[NH2:1][CH2:2][c:3]1[cH:4][cH:5][c:6](-[n:9]2[c:10](-[c:18]3[c:19]([NH2:24])[n:20][cH:21][cH:22][cH:23]3)[n:11][c:12]3[c:13]2[n:14][cH:15][cH:16][cH:17]3)[cH:7][cH:8]1.[OH2:46]>>[NH:1]([CH2:2][c:3]1[cH:4][cH:5][c:6](-[n:9]2[c:10](-[c:18]3[c:19]([NH2:24])[n:20][cH:21][cH:22][cH:23]3)[n:11][c:12]3[c:13]2[n:14][cH:15][cH:16][cH:17]3)[cH:7][cH:8]1)[C:36]([NH:35][c:38]1[cH:39][cH:40][c:41]([O:44][CH3:45])[cH:42][cH:43]1)=[O:37]. Reactants: O=C([O-])O, OCc1cc(F)ccc1Cl, ClCCl, [Na+], BrP(Br)Br. Yields the product Fc1ccc(Cl)c(CBr)c1. Reaction SMILES: [C:15](=[O:16])([OH:17])[O-:18].[Cl:1][c:2]1[c:3]([CH2:9][OH:10])[cH:4][c:5]([F:8])[cH:6][cH:7]1.[Cl:20][CH2:21][Cl:22].[Na+:19].[P:11]([Br:12])([Br:13])[Br:14]>>[Cl:1][c:2]1[c:3]([CH2:9][Br:12])[cH:4][c:5]([F:8])[cH:6][cH:7]1. Reactants: NCC[C@@]1(CCN(C(O1)=O)[C@@H](C)C1=CC=C(C=C1)C1=C(C=C(C=C1)F)F)C1=CC=C(C=C1)F ((R)-6-(2-aminoethyl)-3-((S)-1-(2′,4′-difluorobiphenyl-4-yl)ethyl)-6-(4-fluorophenyl)-1,3-oxazinan-2-one), N1=CC=CC=C1 (pyridine), C(C)(=O)OC(C)=O (acetic anhydride). Solvent: C(Cl)Cl (CH2Cl2), C(Cl)Cl (CH2Cl2), C(Cl)Cl (CH2Cl2). Run at time 8 hour. Product: FC1=C(C=CC(=C1)F)C1=CC=C(C=C1)[C@H](C)N1C(O[C@](CC1)(C1=CC=C(C=C1)F)CCNC(C)=O)=O (N-(2-((R)-3-((S)-1-(2′,4′-difluorobiphenyl-4-yl)ethyl)-6-(4-fluorophenyl)-2-oxo-1,3-oxazinan-6-yl)ethyl)acetamide). Yield: 45.8%. As a reaction SMILES: [NH2:1][CH2:2][CH2:3][C@@:4]1([C:27]2[CH:32]=[CH:31][C:30]([F:33])=[CH:29][CH:28]=2)[O:9][C:8](=[O:10])[N:7]([C@H:11]([C:13]2[CH:18]=[CH:17][C:16]([C:19]3[CH:24]=[CH:23][C:22]([F:25])=[CH:21][C:20]=3[F:26])=[CH:15][CH:14]=2)[CH3:12])[CH2:6][CH2:5]1.N1C=CC=CC=1.[C:40](OC(=O)C)(=[O:42])[CH3:41]>C(Cl)Cl>[F:26][C:20]1[CH:21]=[C:22]([F:25])[CH:23]=[CH:24][C:19]=1[C:16]1[CH:15]=[CH:14][C:13]([C@@H:11]([N:7]2[CH2:6][CH2:5][C@:4]([CH2:3][CH2:2][NH:1][C:40](=[O:42])[CH3:41])([C:27]3[CH:28]=[CH:29][C:30]([F:33])=[CH:31][CH:32]=3)[O:9][C:8]2=[O:10])[CH3:12])=[CH:18][CH:17]=1. Procedure: To a solution of (R)-6-(2-aminoethyl)-3-((S)-1-(2′,4′-difluorobiphenyl-4-yl)ethyl)-6-(4-fluorophenyl)-1,3-oxazinan-2-one (120 mg, 0.264 mmol) and pyridine (41 mg, 0.528 mmol) in anhydrous CH2Cl2 (5 mL) was dropwise added acetic anhydride (30 mg, 0.291 mmol) in anhydrous CH2Cl2 (5 mL) at 0° C. under nitrogen. The above mixture was allowed to stir for overnight at ambient temperature. The mixture was diluted with CH2Cl2 and washed with water. The organic layer was dried over Na2SO4 and concentrate... Starting materials: CC(=O)c1ccc2c(c1)C(=CCCBr)c1cccnc1CO2, O=C([O-])[O-], CC#N, CC1(C)CNCCC1(O)c1ccc(Cl)cc1, [K+], [K+], O. Yields the product CC(=O)c1ccc2c(c1)C(=CCCN1CCC(O)(c3ccc(Cl)cc3)C(C)(C)C1)c1cccnc1CO2. Reaction SMILES: [Br:23][CH2:24][CH2:25][CH:26]=[C:27]1[c:28]2[c:29]([cH:38][cH:39][c:40]([C:42]([CH3:43])=[O:44])[cH:41]2)[O:30][CH2:31][c:32]2[c:33]1[cH:34][cH:35][cH:36][n:37]2.[C:17](=[O:18])([O-:19])[O-:20].[CH3:45][C:46]#[N:47].[Cl:1][c:2]1[cH:3][cH:4][c:5]([C:8]2([OH:16])[C:9]([CH3:14])([CH3:15])[CH2:10][NH:11][CH2:12][CH2:13]2)[cH:6][cH:7]1.[K+:21].[K+:22].[OH2:48]>>[Cl:1][c:2]1[cH:3][cH:4][c:5]([C:8]2([OH:16])[C:9]([CH3:14])([CH3:15])[CH2:10][N:11]([CH2:24][CH2:25][CH:26]=[C:27]3[c:28]4[c:29]([cH:38][cH:39][c:40]([C:42]([CH3:43])=[O:44])[cH:41]4)[O:30][CH2:31][c:32]4[c:33]3[cH:34][cH:35][cH:36][n:37]4)[CH2:12][CH2:13]2)[cH:6][cH:7]1. Starting materials: CC(=O)O, ClCc1ccc(Cl)cc1, [Na+], [OH-], O, O=C1Cc2ccccc2S1. The product is O=C(O)Cc1ccccc1SCc1ccc(Cl)cc1. RXN SMILES: [CH3:22][C:23]([OH:24])=[O:25].[Cl:13][c:14]1[cH:15][cH:16][c:17]([CH2:18][Cl:19])[cH:20][cH:21]1.[Na+:12].[OH-:11].[OH2:26].[S:1]1[c:2]2[c:3]([cH:7][cH:8][cH:9][cH:10]2)[CH2:4][C:5]1=[O:6]>>[S:1]([c:2]1[c:3]([CH2:4][C:5](=[O:6])[OH:24])[cH:7][cH:8][cH:9][cH:10]1)[CH2:18][c:17]1[cH:16][cH:15][c:14]([Cl:13])[cH:21][cH:20]1. Reactants: [I-] (iodide), COC(C(C1=CC=CC2=CC(=CC=C12)O)C)=O (6-hydroxy-α-methylnaphthaleneacetic acid methyl ester), CN(C=O)C (dimethylformamide), C([O-])([O-])=O.[K+].[K+] (potassium carbonate). Conditions: time 12 hour. The product is CC(=O)CC(=O)CC(=O)O (triacetate). The yield is 64.0%. Reaction SMILES: [I-].COC(=O)C(C)C1[C:15]2[C:10](=[CH:11][C:12]([OH:16])=[CH:13]C=2)C=CC=1.[C:19](=[O:22])([O-])[O-:20].[K+].[K+].CN(C)C=[O:28]>>[CH3:15][C:10]([CH2:11][C:12]([CH2:13][C:19]([OH:20])=[O:22])=[O:16])=[O:28] |f:2.3.4|. Reported procedure: The iodide 2 (286.6 mg) and 6-hydroxy-α-methylnaphthaleneacetic acid methyl ester (154.0 mg) were dissolved in dimethylformamide (3 ml) and potassium carbonate (277,6 mg) was added. The reaction was stirred at room temperature for 12 hours, after which it was partitioned between water (10 ml) 15 and ethyl acetate (50 ml). The layers were separated and the organics were washed with water (3×10 ml) and brine (10 ml). The organic layer was dried over magnesium sulfate, filtered and concentrated to ...